This data is from the Open Reaction Database (ORD), a public repository of structured organic reaction records. The task is: describe an organic reaction: reactants, conditions, products, and yield Reactants: [N+](=O)([O-])C=1C(=NC=CC1)N1CCC(CC1)=CC#C (3-Nitro-2-(4-prop-2-ynylidenepiperidin-1-yl)pyridine), FC(OC=1C=C(C=CC1)I)(F)F (3-(trifluoromethoxy)iodobenzene). Reagents/catalysts: C1=CC=C(C=C1)P(C2=CC=CC=C2)C3=CC=CC=C3.C1=CC=C(C=C1)P(C2=CC=CC=C2)C3=CC=CC=C3.Cl[Pd]Cl (bis(triphenylphosphine)palladium(II)dichloride), [Cu]I (CuI). Conditions: temperature 80 celsius. The product is [N+](=O)([O-])C=1C(=NC=CC1)N1CCC(CC1)=CC#CC1=CC(=CC=C1)OC(F)(F)F (3-Nitro-2-(4-{3-[3-(trifluoromethoxy)phenyl]prop-2-ynylidene}piperidin-1-yl)pyridine). Isolated yield 56.5%. Reaction SMILES: [N+:1]([C:4]1[C:5]([N:10]2[CH2:15][CH2:14][C:13](=[CH:16][C:17]#[CH:18])[CH2:12][CH2:11]2)=[N:6][CH:7]=[CH:8][CH:9]=1)([O-:3])=[O:2].[F:19][C:20]([F:30])([F:29])[O:21][C:22]1[CH:23]=[C:24](I)[CH:25]=[CH:26][CH:27]=1>C1C=CC(P(C2C=CC=CC=2)C2C=CC=CC=2)=CC=1.C1C=CC(P(C2C=CC=CC=2)C2C=CC=CC=2)=CC=1.Cl[Pd]Cl.[Cu]I>[N+:1]([C:4]1[C:5]([N:10]2[CH2:15][CH2:14][C:13](=[CH:16][C:17]#[C:18][C:24]3[CH:25]=[CH:26][CH:27]=[C:22]([O:21][C:20]([F:19])([F:29])[F:30])[CH:23]=3)[CH2:12][CH2:11]2)=[N:6][CH:7]=[CH:8][CH:9]=1)([O-:3])=[O:2] |f:2.3.4|. Reported procedure: A mixture of Compound 1c (60 mg, 0.25 mmol), 3-(trifluoromethoxy)iodobenzene (41.6 μL, 0.26 mmol), bis(triphenylphosphine)palladium(II)dichloride (8.65 mg, 0.01 mmol), CuI (4.69 mg, 0.1 mmol) in anhydrous and degassed triethylamine (3 mL) was heated at 80° C. under a nitrogen atmosphere for 2 h in a sealed vessel. The reaction mixture was cooled, filtered on Celite, poured into water and extracted with EtOAc. The combined organic layers were washed with brine, dried on Na2SO4 and evaporated to d...